Dataset: the Open Reaction Database (ORD), a public repository of structured organic reaction records. Task: describe an organic reaction: reactants, conditions, products, and yield Reactants: CC(C)(C)[Si](C)(C)Cl, CN(C)C=O, [N-]=[N+]=NCCO, O, c1c[nH]cn1. Product: CC(C)(C)[Si](C)(C)OCCN=[N+]=[N-]. RXN SMILES: [C:7]([CH3:8])([CH3:9])([CH3:10])[Si:11]([CH3:12])([CH3:13])[Cl:14].[CH3:21][N:22]([CH3:23])[CH:24]=[O:25].[N:1](=[N+:2]=[N-:3])[CH2:4][CH2:5][OH:6].[OH2:20].[nH:15]1[cH:16][cH:17][n:18][cH:19]1>>[N:1](=[N+:2]=[N-:3])[CH2:4][CH2:5][O:6][Si:11]([C:7]([CH3:8])([CH3:9])[CH3:10])([CH3:12])[CH3:13]. The reactants are CCOC(=O)N1c2ccccc2C=CC1OCC, NNC(=O)c1ccc(O)cc1, O=C(O)CSCCCc1ccccc1. Product: O=C(CSCCCc1ccccc1)NNC(=O)c1ccc(O)cc1. As a reaction SMILES: [CH2:26]([O:27][CH:28]1[CH:29]=[CH:30][c:31]2[c:32]([cH:33][cH:34][cH:35][cH:36]2)[N:37]1[C:38]([O:39][CH2:40][CH3:41])=[O:42])[CH3:43].[OH:15][c:16]1[cH:17][cH:18][c:19]([C:20](=[O:21])[NH:22][NH2:23])[cH:24][cH:25]1.[c:1]1([CH2:7][CH2:8][CH2:9][S:10][CH2:11][C:12](=[O:13])[OH:14])[cH:2][cH:3][cH:4][cH:5][cH:6]1>>[c:1]1([CH2:7][CH2:8][CH2:9][S:10][CH2:11][C:12](=[O:14])[NH:23][NH:22][C:20]([c:19]2[cH:18][cH:17][c:16]([OH:15])[cH:25][cH:24]2)=[O:21])[cH:2][cH:3][cH:4][cH:5][cH:6]1. Reactants: ClC1=NC=C(C=C1C(=O)N[C@@H](C)C1=CC=C(C(=O)OC)C=C1)Cl (Methyl 4-((1S)-1-{[(2,5-dichloropyridin-3-yl)carbonyl]amino}ethyl)benzoate), CC=1C=C(C=CC1C)O (3,4-dimethylphenol). The product is ClC=1C=C(C(=NC1)OC1=CC(=C(C=C1)C)C)C(=O)N[C@@H](C)C1=CC=C(C(=O)OC)C=C1 (Methyl 4-[(1S)-1-({[5-chloro-2-(3,4-dimethylphenoxy)pyridin-3-yl]carbonyl}amino)ethyl]benzoate). Reaction SMILES: Cl[C:2]1[C:7]([C:8]([NH:10][C@H:11]([C:13]2[CH:22]=[CH:21][C:16]([C:17]([O:19][CH3:20])=[O:18])=[CH:15][CH:14]=2)[CH3:12])=[O:9])=[CH:6][C:5]([Cl:23])=[CH:4][N:3]=1.[CH3:24][C:25]1[CH:26]=[C:27]([OH:32])[CH:28]=[CH:29][C:30]=1[CH3:31]>>[Cl:23][C:5]1[CH:6]=[C:7]([C:8]([NH:10][C@H:11]([C:13]2[CH:22]=[CH:21][C:16]([C:17]([O:19][CH3:20])=[O:18])=[CH:15][CH:14]=2)[CH3:12])=[O:9])[C:2]([O:32][C:27]2[CH:28]=[CH:29][C:30]([CH3:31])=[C:25]([CH3:24])[CH:26]=2)=[N:3][CH:4]=1. Procedure details: The title compound was prepared according to the procedure described in step 2 of Example 45 from methyl 4-((1S)-1-{[(2,5-dichloropyridin-3-yl)carbonyl]amino}ethyl)benzoate (step 1 of Example 48) and 3,4-dimethylphenol: 1H-NMR (CDCl3) δ 8.54 (1H, d, J=2.6 Hz), 8.26 (1H, d, J=7.4 Hz), 8.14 (1H, d, J=2.6 Hz), 8.00 (2H, dd, J=6.6, 1.8 Hz), 7.42 (2H, d, J=8.4 Hz), 7.22 (1H, d, J=8.1 Hz), 6.97–6.87 (2H, m), 5.42–5.32 (1H, m), 3.90 (3H, s), 2.29 (6H, s), 1.58 (3H, d, J=7.1 Hz).